Dataset: the Open Reaction Database (ORD), a public repository of structured organic reaction records. Task: describe an organic reaction: reactants, conditions, products, and yield Starting materials: [Si](C)(C)(C(C)(C)C)O[C@H](CCl)[C@@H](CC1=CC=CC=C1)NC(=O)OC(C)(C)C (2(S)-t-butyldimetylsilyloxy-3(R)-(t-butyloxycarbonyl)amino-1-chloro-4-phenylbutane), solution, CCCC[N+](CCCC)(CCCC)CCCC.[F-] (TBAF), [NH4+].[Cl-] (NH4Cl). The solvent is C1CCOC1 (THF), C1CCOC1 (THF), O (water). Run at time 10 minute. Product: C(C)(C)(C)OC(=O)N[C@H]([C@H]1CO1)CC1=CC=CC=C1 (3(S)-(t-butyloxycarbonyl)amino-1,2(S)-epoxy-4-phenylbutane). Isolated yield 74.9%. As a reaction SMILES: [Si]([O:8][C@@H:9]([C@H:12]([NH:20][C:21]([O:23][C:24]([CH3:27])([CH3:26])[CH3:25])=[O:22])[CH2:13][C:14]1[CH:19]=[CH:18][CH:17]=[CH:16][CH:15]=1)[CH2:10]Cl)(C(C)(C)C)(C)C.CCCC[N+](CCCC)(CCCC)CCCC.[F-].[NH4+].[Cl-]>C1COCC1.O>[C:24]([O:23][C:21]([NH:20][C@@H:12]([CH2:13][C:14]1[CH:19]=[CH:18][CH:17]=[CH:16][CH:15]=1)[C@@H:9]1[O:8][CH2:10]1)=[O:22])([CH3:27])([CH3:26])[CH3:25] |f:1.2,3.4|. Procedure: To a magnetically stirred solution of 2(S)-t-butyldimetylsilyloxy-3(R)-(t-butyloxycarbonyl)amino-1-chloro-4-phenylbutane (30.0 mg, 0.073 mmol) in THF (0.5 mL) was added a 1 M solution of TBAF in THF (0.11 mL, 0.109 mmol) at 0° C. After 10 min, stirring was continued at room temperature for 40 min. The reaction mixture was treated with sat NH4Cl (0.5 mL), diluted with water (2 mL), and extracted with EtOAc (3 mL×3). The combined organic layers were washed with brine (3 mL), dried over anhyd magne... Yields the product CCN(Cc1ncc[nH]1)C(=O)CN(c1ccc(C)cc1)S(=O)(=O)c1ccc(C(C)(C)C)cc1. RXN SMILES: [C:1]([CH3:2])([CH3:3])([CH3:4])[c:5]1[cH:6][cH:7][c:8]([S:11](=[O:12])(=[O:13])[N:14]([c:15]2[cH:16][cH:17][c:18]([CH3:21])[cH:19][cH:20]2)[CH2:22][C:23](=[O:24])[OH:25])[cH:9][cH:10]1.[CH2:26]([CH3:27])[NH:28][CH2:29][c:30]1[nH:31][cH:32][cH:33][n:34]1>>[C:1]([CH3:2])([CH3:3])([CH3:4])[c:5]1[cH:6][cH:7][c:8]([S:11](=[O:12])(=[O:13])[N:14]([c:15]2[cH:16][cH:17][c:18]([CH3:21])[cH:19][cH:20]2)[CH2:22][C:23](=[O:25])[N:28]([CH2:26][CH3:27])[CH2:29][c:30]2[nH:31][cH:32][cH:33][n:34]2)[cH:9][cH:10]1. The reactants are Cc1ccc(N(CC(=O)O)S(=O)(=O)c2ccc(C(C)(C)C)cc2)cc1, CCNCc1ncc[nH]1. The reactants are BrC=1C=C(C=CC1F)S(=O)(=O)Cl (3-bromo-4-fluorobenzene-1-sulfonyl chloride), N1CCC2=CC=CC=C12 (indoline), C(C)(C)N(C(C)C)CC (N,N-diisopropylethyl-amine). Run in O1CCCC1 (tetrahydrofuran). Reaction conditions: time 20 hour. Product: BrC=1C=C(C=CC1F)S(=O)(=O)N1CCC2=CC=CC=C12 (1-(3-bromo-4-fluorophenylsulfonyl)indoline). The yield is 67.1%. RXN SMILES: [Br:1][C:2]1[CH:3]=[C:4]([S:9](Cl)(=[O:11])=[O:10])[CH:5]=[CH:6][C:7]=1[F:8].[NH:13]1[C:21]2[C:16](=[CH:17][CH:18]=[CH:19][CH:20]=2)[CH2:15][CH2:14]1.C(N(CC)C(C)C)(C)C>O1CCCC1>[Br:1][C:2]1[CH:3]=[C:4]([S:9]([N:13]2[C:21]3[C:16](=[CH:17][CH:18]=[CH:19][CH:20]=3)[CH2:15][CH2:14]2)(=[O:11])=[O:10])[CH:5]=[CH:6][C:7]=1[F:8]. Procedure details: A mixture of 3-bromo-4-fluorobenzene-1-sulfonyl chloride (2.53 g, 8.33 mmol), indoline (0.933 mL, 8.33 mmol), and N,N-diisopropylethyl-amine (1.60 mL, 9.16 mmol) in tetrahydrofuran (20 mL) was stirred at room temperature for 20 hours. The reaction mixture was partitioned between water and ether. The organic layer was washed with saturated aqueous sodium chloride, dried over anhydrous magnesium sulfate, filtered, and concentrated to a solid residue. Recrystallization from ether and heptane provid... Starting materials: Cl.OC1=C(NS(=O)(=O)C)C=C(C=C1)C(CNC(C)C)Cl (2'-hydroxy-5'-[1-chloro-2-(isopropylamino)ethyl]methanesulfonanilide hydrochloride), C(C)O (ethanol). The product is Cl.OC1=C(NS(=O)(=O)C)C=C(C=C1)C(CNC(C)C)OCC (2'Hydroxy-5'-[1-ethoxy-2-(isopropylamino)ethyl]methanesulfonanilide hydrochloride). RXN SMILES: Cl.[OH:2][C:3]1[CH:13]=[CH:12][C:11]([CH:14]([Cl:20])[CH2:15][NH:16][CH:17]([CH3:19])[CH3:18])=[CH:10][C:4]=1[NH:5][S:6]([CH3:9])(=[O:8])=[O:7].[CH2:21]([OH:23])[CH3:22]>>[ClH:20].[OH:2][C:3]1[CH:13]=[CH:12][C:11]([CH:14]([O:23][CH2:21][CH3:22])[CH2:15][NH:16][CH:17]([CH3:19])[CH3:18])=[CH:10][C:4]=1[NH:5][S:6]([CH3:9])(=[O:8])=[O:7] |f:0.1,3.4|. Procedure details: A 1 g sample of 2'-hydroxy-5'-[1-chloro-2-(isopropylamino)ethyl]methanesulfonanilide hydrochloride is added to 10 ml of absolute ethanol and heated at reflux for 30 minutes. The mixture is evaporated to dryness and the residue is washed with ethyl ether thus yielding the product compound. Reactants: Cc1cccc2c1nc(COc1ccc(Cl)cc1)n2CCC(C)C(=O)O, C1CCNCC1, CN(C)C=O, C(=NC1CCCCC1)=NC1CCCCC1, On1nnc2ccccc21. Yields the product Cc1cccc2c1nc(COc1ccc(Cl)cc1)n2CCC(C)C(=O)N1CCCCC1. As a reaction SMILES: [C:1](=[O:2])([OH:3])[CH:4]([CH2:5][CH2:6][n:7]1[c:8]([CH2:17][O:18][c:19]2[cH:20][cH:21][c:22]([Cl:25])[cH:23][cH:24]2)[n:9][c:10]2[c:11]1[cH:12][cH:13][cH:14][c:15]2[CH3:16])[CH3:26].[CH2:27]1[CH2:28][CH2:29][NH:30][CH2:31][CH2:32]1.[CH3:58][N:59]([CH3:60])[CH:61]=[O:62].[CH:43]1([N:44]=[C:45]=[N:46][CH:47]2[CH2:48][CH2:49][CH2:50][CH2:51][CH2:52]2)[CH2:53][CH2:54][CH2:55][CH2:56][CH2:57]1.[OH:33][n:34]1[c:35]2[cH:36][cH:37][cH:38][cH:39][c:40]2[n:41][n:42]1>>[C:1](=[O:2])([CH:4]([CH2:5][CH2:6][n:7]1[c:8]([CH2:17][O:18][c:19]2[cH:20][cH:21][c:22]([Cl:25])[cH:23][cH:24]2)[n:9][c:10]2[c:11]1[cH:12][cH:13][cH:14][c:15]2[CH3:16])[CH3:26])[N:30]1[CH2:29][CH2:28][CH2:27][CH2:32][CH2:31]1. The reactants are C(CCC)[Li] (butyllithium), COC(=O)CP(=O)(OC)OC (trimethyl phosphonoacetate), C(CCCCCC)[C@@H]1CC[C@H](CC1)COC1=CC=C(C=O)C=C1 (4-[(trans-4-heptylcyclohexyl)methoxy]benzaldehyde). Procedure details: 27.6 ml of a 1.6 N butyllithium solution are added dropwise to a solution of 6.4 ml of trimethyl phosphonoacetate in 50 ml of dry tetrahydrofuran at 0° C. in the course of 10 minutes. Stirring is carried out for 1.5 hours at 0° C. and a solution of 10.3 g of crude 4-[(trans-4-heptylcyclohexyl)methoxy]benzaldehyde in 50 ml of dry tetrahydrofuran is then added dropwise in the course of 5 minutes at the same temperature. The mixture is then slowly warmed up to room temperature and is allowed to rea... Run at time 1.5 hour. RXN SMILES: C([Li])CCC.[CH3:6][O:7][C:8]([CH2:10]P(OC)(OC)=O)=[O:9].[CH2:17]([C@H:24]1[CH2:29][CH2:28][C@H:27]([CH2:30][O:31][C:32]2[CH:39]=[CH:38][C:35]([CH:36]=O)=[CH:34][CH:33]=2)[CH2:26][CH2:25]1)[CH2:18][CH2:19][CH2:20][CH2:21][CH2:22][CH3:23]>O1CCCC1>[CH2:17]([C@H:24]1[CH2:29][CH2:28][C@H:27]([CH2:30][O:31][C:32]2[CH:33]=[CH:34][C:35]([CH:36]=[CH:10][C:8]([O:7][CH3:6])=[O:9])=[CH:38][CH:39]=2)[CH2:26][CH2:25]1)[CH2:18][CH2:19][CH2:20][CH2:21][CH2:22][CH3:23]. Solvent: O1CCCC1 (tetrahydrofuran), O1CCCC1 (tetrahydrofuran). Product: C(CCCCCC)[C@@H]1CC[C@H](CC1)COC1=CC=C(C=CC(=O)OC)C=C1 (methyl 4-[(trans-4-heptylcyclohexyl)methoxy]cinnamate). Starting materials: BrCCCCCCCCCCOC1=CC=C(C(=O)O)C=C1 (4-(10-Bromodecyloxy)benzoic acid), NaH2PO4·H2O, [O-]Cl=O.[Na+] (NaClO2), C1(O)=CC(O)=CC=C1 (resorcinol), C(CCCCCCCC=C)OC1=CC=C(C(=O)OC2=CC=C(C=C2)C=O)C=C1 (4-Formylphenyl 4-(dec-9-enyloxy)benzoate). Product: C(CCCCCCCC=C)OC1=CC=C(C(=O)OC2=CC=C(C(=O)O)C=C2)C=C1 (4-(4-(Dec-9-enyloxy)benzoyloxy)benzoic acid). RXN SMILES: Br[CH2:2][CH2:3][CH2:4][CH2:5][CH2:6][CH2:7][CH2:8][CH2:9][CH2:10][CH2:11][O:12][C:13]1[CH:21]=[CH:20][C:16]([C:17]([OH:19])=[O:18])=[CH:15][CH:14]=1.C1(C=CC=C(O)C=1)O.C(O[C:41]1[CH:57]=[CH:56][C:44]([C:45]([O:47]C2C=CC(C=O)=CC=2)=[O:46])=[CH:43][CH:42]=1)CCCCCCCC=C.[O-]Cl=O.[Na+]>>[CH2:11]([O:12][C:13]1[CH:21]=[CH:20][C:16]([C:17]([O:19][C:41]2[CH:57]=[CH:56][C:44]([C:45]([OH:47])=[O:46])=[CH:43][CH:42]=2)=[O:18])=[CH:15][CH:14]=1)[CH2:10][CH2:9][CH2:8][CH2:7][CH2:6][CH2:5][CH2:4][CH:3]=[CH2:2] |f:3.4|. Procedure: Synthesized as described above for compound 7. Quantities: resorcinol (2.11 g, 19.1 mmol), 12 (5.6 g, 14.7 mmol), NaH2PO4·H2O (6.89 g, 44.2 mmol), NaClO2 (7.72 g, 85.4 mmol). Yield 5.8 g (quant). 1H NMR: δH (CDCl3; 300 MHz): 1.27-1.57 (10 H, m, CH2), 1.85 (2 H, m, O—CH2—CH2), 2.08 (2 H, m, CH2═CH—CH2), 4.07 (2 H, t, 3J=6.6 Hz, O—CH2), 4.99 (2 H, m, CH2═CH), 5.84 (1 H, m, CH2═CH), 7.00 (2 H, d, 3J=8.9 Hz, Ar—H), 7.36 (2 H, d, 3J=8.6 Hz, Ar—H), 8.17 (2 H, d, 3J=8.9 Hz, Ar—H), 8.22 (2 H, d, 3J=8.6 ...